From a dataset of the Open Reaction Database (ORD), a public repository of structured organic reaction records. describe an organic reaction: reactants, conditions, products, and yield The reactants are solution, OO (hydrogen peroxide), [BH4-].[Na+] (Sodium borohydride), solution, C(C)B(CC)CC (triethylborane), ClC1=CC(=C(C2=CC(=CC=C12)Cl)CCC(CC(CC(=O)OC)=O)O)C (methyl 7-(4,7-dichloro-2-methylnaphthalen-1-yl)-5-hydroxy-3-oxo-heptanoate). Solvent: CO (methanol), CO (methanol), C1CCOC1 (THF). Conditions: temperature -100 celsius, time 15 minute. The product is ClC1=CC(=C(C2=CC(=CC=C12)Cl)CCC(CC(CC(=O)OC)O)O)C (Methyl 7-(4.7-dichloro-2-methylnaphthalen-1-yl)3,5-dihydroxyheptanoate). The yield is 49.4%. RXN SMILES: C(B(CC)CC)C.[Cl:8][C:9]1[C:18]2[C:13](=[CH:14][C:15]([Cl:19])=[CH:16][CH:17]=2)[C:12]([CH2:20][CH2:21][CH:22]([OH:31])[CH2:23][C:24](=[O:30])[CH2:25][C:26]([O:28][CH3:29])=[O:27])=[C:11]([CH3:32])[CH:10]=1.[BH4-].[Na+].OO>C1COCC1.CO>[Cl:8][C:9]1[C:18]2[C:13](=[CH:14][C:15]([Cl:19])=[CH:16][CH:17]=2)[C:12]([CH2:20][CH2:21][CH:22]([OH:31])[CH2:23][CH:24]([OH:30])[CH2:25][C:26]([O:28][CH3:29])=[O:27])=[C:11]([CH3:32])[CH:10]=1 |f:2.3|. Procedure details: A 1M solution of triethylborane (3.75 ml, 3.75 mmoles) was added to a solution of methyl 7-(4,7-dichloro-2-methylnaphthalen-1-yl)-5-hydroxy-3-oxo-heptanoate (0.96 g, 2.5 mmoles) in dry THF (9 ml). Air (7.5 ml) was bubbled slowly into the solution at room temperature with stirring. Stirring was continued at room temperature for 15 minutes then cooled in frozen methanol bath (-100° C.). Sodium borohydride (0.142 g, 3.75 mmoles) was added followed by the slow addition by syringe through a septum of...